Dataset: the Open Reaction Database (ORD), a public repository of structured organic reaction records. Task: describe an organic reaction: reactants, conditions, products, and yield The reactants are C(=O)(N1C=NC=C1)N1C=NC=C1 (1,1′-Carbonyldiimidazole), [H-].[Na+] (sodium hydride), OC(C(=O)N)CN1N=CC(=C1)I (2-hydroxy-3-(4-iodo-1H-pyrazol-1-yl)propanamide). The solvent is C(OCC)(OCC)=O (diethyl carbonate), [Cl-].[NH4+] (ammonium chloride). Reaction conditions: temperature 50 celsius, time 5 hour. Product: IC=1C=NN(C1)CC1C(NC(O1)=O)=O (5-((4-iodo-1H-pyrazol-1-yl)methyl)oxazolidine-2,4-dione). RXN SMILES: [C:1](N1C=CN=C1)(N1C=CN=C1)=[O:2].[H-].[Na+].[OH:15][CH:16]([CH2:20][N:21]1[CH:25]=[C:24]([I:26])[CH:23]=[N:22]1)[C:17]([NH2:19])=[O:18]>C(=O)(OCC)OCC.[Cl-].[NH4+]>[I:26][C:24]1[CH:23]=[N:22][N:21]([CH2:20][CH:16]2[O:15][C:1](=[O:2])[NH:19][C:17]2=[O:18])[CH:25]=1 |f:1.2,5.6|. Procedure: 1,1′-Carbonyldiimidazole (3.5 g, 21 mmol) and sodium hydride (0.85 g, 21 mmol, 60 wt %) were added to a mixture of 2-hydroxy-3-(4-iodo-1H-pyrazol-1-yl)propanamide (2 g, 7 mmol) in diethyl carbonate (50 mL). The mixture was stirred at 50° C. for 5 hours. After cooling to room temperature, the mixture was diluted with aqueous ammonium chloride solution and extracted with DCM. The organic layer was dried over anhydrous sodium sulfate, filtered, and concentrated under reduced pressure. The residue w... Reactants: [H-].[Na+] (sodium hydride), FC=1C=C2C=CNC2=CC1 (5-fluoroindole), ClC=1N=C(C2=C(N1)C=C(S2)CN2CCC(CC2)N(C)C)N2CCOCC2 ([1-(2-chloro-4-morpholin-4-yl-thieno[3,2-d]pyrimidin-6-ylmethyl)-piperidin-4-yl]-dimethyl-amine). Run in O (water), [Cl-].[Na+] (sodium chloride), CN(C)C=O (DMF). Conditions: temperature 150 celsius. Yields the product FC=1C=C2C=CN(C2=CC1)C=1N=C(C2=C(N1)C=C(S2)CN2CCC(CC2)N(C)C)N2CCOCC2 (1-((2-(5-fluoro-1H-indol-1-yl)-4-morpholinothieno[3,2-d]pyrimidin-6-yl)methyl)-N,N-dimethylpiperidin-4-amine). Isolated yield 51.1%. As a reaction SMILES: [F:1][C:2]1[CH:3]=[C:4]2[C:8](=[CH:9][CH:10]=1)[NH:7][CH:6]=[CH:5]2.[H-].[Na+].Cl[C:14]1[N:15]=[C:16]([N:33]2[CH2:38][CH2:37][O:36][CH2:35][CH2:34]2)[C:17]2[S:22][C:21]([CH2:23][N:24]3[CH2:29][CH2:28][CH:27]([N:30]([CH3:32])[CH3:31])[CH2:26][CH2:25]3)=[CH:20][C:18]=2[N:19]=1>CN(C=O)C.O.[Cl-].[Na+]>[F:1][C:2]1[CH:3]=[C:4]2[C:8](=[CH:9][CH:10]=1)[N:7]([C:14]1[N:15]=[C:16]([N:33]3[CH2:34][CH2:35][O:36][CH2:37][CH2:38]3)[C:17]3[S:22][C:21]([CH2:23][N:24]4[CH2:25][CH2:26][CH:27]([N:30]([CH3:32])[CH3:31])[CH2:28][CH2:29]4)=[CH:20][C:18]=3[N:19]=1)[CH:6]=[CH:5]2 |f:1.2,6.7|. Procedure: A solution of 5-fluoroindole (0.148 g) in DMF (6 mL) was cooled to 0° C. then sodium hydride (0.06 g) added. After 30 min [1-(2-chloro-4-morpholin-4-yl-thieno[3,2-d]pyrimidin-6-ylmethyl)-piperidin-4-yl]-dimethyl-amine (0.395 g) was added. The reaction vessel was sealed and heated at 150° C. After 3 h the reaction mixture was cooled to room temperature and diluted with water and saturated aqueous sodium chloride solution. The solid separated was filtered, and then purified by chromatography (sili...